Dataset: the Open Reaction Database (ORD), a public repository of structured organic reaction records. Task: describe an organic reaction: reactants, conditions, products, and yield Reactants: BrC=1C=C(C(=NC1)F)[C@H]1NC(O[C@@H]1C1=CC(=CC=C1)F)=O ((4R,5R)-4-(5-bromo-2-fluoropyridin-3-yl)-5-(3-fluorophenyl)oxazolidin-2-one), CO (MeOH), C(#C)C=1C=NC=C(C1)F (3-ethynyl-5-fluoropyridine), C1(=CC=CC=C1)P(C1=CC=CC=C1)C1=CC=CC=C1 (triphenylphosphine). The reagents and catalysts are Cl[Pd]([P](C1=CC=CC=C1)(C2=CC=CC=C2)C3=CC=CC=C3)([P](C4=CC=CC=C4)(C5=CC=CC=C5)C6=CC=CC=C6)Cl (bis(triphenylphosphine)palladium(II) chloride), [Cu]I (copper(I) iodide). Solvent: C(C)N(CC)CC (triethylamine), C(=O)=O (CO2). Conditions: temperature 90 celsius, time 8 hour. Product: C(C)NCC (diethylamine), FC1=NC=C(C=C1[C@H]1NC(O[C@@H]1C1=CC(=CC=C1)F)=O)C#CC=1C=NC=C(C1)F ((4R,5R)-4-(2-fluoro-5-((5-fluoropyridin-3-yl)ethynyl)pyridin-3-yl)-5-(3-fluorophenyl)oxazolidin-2-one). The yield is 147.6%. As a reaction SMILES: Br[C:2]1[CH:3]=[C:4]([C@@H:9]2[C@@H:13]([C:14]3[CH:19]=[CH:18][CH:17]=[C:16]([F:20])[CH:15]=3)[O:12][C:11](=[O:21])[NH:10]2)[C:5]([F:8])=[N:6][CH:7]=1.[C:22]([C:24]1[CH:25]=[N:26][CH:27]=[C:28]([F:30])[CH:29]=1)#[CH:23].C1(P(C2C=CC=CC=2)C2C=CC=CC=2)C=CC=CC=1.CO>C(N(CC)CC)C.C(=O)=O.[Cu]I.Cl[Pd](Cl)([P](C1C=CC=CC=1)(C1C=CC=CC=1)C1C=CC=CC=1)[P](C1C=CC=CC=1)(C1C=CC=CC=1)C1C=CC=CC=1>[CH2:5]([NH:6][CH2:7][CH3:2])[CH3:4].[F:8][C:5]1[C:4]([C@@H:9]2[C@@H:13]([C:14]3[CH:19]=[CH:18][CH:17]=[C:16]([F:20])[CH:15]=3)[O:12][C:11](=[O:21])[NH:10]2)=[CH:3][C:2]([C:23]#[C:22][C:24]2[CH:25]=[N:26][CH:27]=[C:28]([F:30])[CH:29]=2)=[CH:7][N:6]=1 |^1:66,85|. Procedure details: To a 15 ml sealable vial was added a mixture of (4R,5R)-4-(5-bromo-2-fluoropyridin-3-yl)-5-(3-fluorophenyl)oxazolidin-2-one (30 mg, 0.084 mmol) and its regioisomer in triethylamine (2 mL). To this suspension was added 3-ethynyl-5-fluoropyridine (12.28 mg, 0.101 mmol), triphenylphosphine (6.65 mg, 0.025 mmol) and copper(I) iodide (0.322 mg, 1.690 μmol). The solution was degassed with nitrogen for 20 min, then bis(triphenylphosphine)palladium(II) chloride (1.186 mg, 1.690 μmol) was quickly added a...